Dataset: the Open Reaction Database (ORD), a public repository of structured organic reaction records. Task: describe an organic reaction: reactants, conditions, products, and yield The reactants are SC=1NC2=C(N1)C=CC(=C2)OCC (2-mercapto-5-ethoxybenzimidazole), Cl.ClCC1=C(N)C=CC(=C1)C (2-(chloromethyl)-4-methylaniline hydrochloride). The solvent is C(C)(C)O (isopropyl alcohol). The product is C(C)OC1=CC2=C(NC(=N2)SCC2=C(C=CC(=C2)C)N)C=C1 (2-[[(5-Ethoxy-1H-benzimidazol-2-yl)thio]-methyl]-4-methylbenzenamine). The yield is 44.0%. As a reaction SMILES: [SH:1][C:2]1[NH:3][C:4]2[CH:10]=[C:9]([O:11][CH2:12][CH3:13])[CH:8]=[CH:7][C:5]=2[N:6]=1.Cl.Cl[CH2:16][C:17]1[CH:23]=[C:22]([CH3:24])[CH:21]=[CH:20][C:18]=1[NH2:19]>C(O)(C)C>[CH2:12]([O:11][C:9]1[CH:8]=[CH:7][C:5]2[NH:6][C:2]([S:1][CH2:16][C:17]3[CH:23]=[C:22]([CH3:24])[CH:21]=[CH:20][C:18]=3[NH2:19])=[N:3][C:4]=2[CH:10]=1)[CH3:13] |f:1.2|. Reported procedure: The title compound was prepared by the method of Example 1 using 3.00 g of 2-mercapto-5-ethoxybenzimidazole instead of 2-mercaptobenzimidazole and 3.71 g of 2-(chloromethyl)-4-methylaniline hydrochloride instead of 2-(chloromethyl)-N,N-dimethylaniline in isopropyl alcohol. The basic extraction used 10% sodium hydroxide instead of sodium carbonate. Crystallization during concentration of the dichloromethane extract gave 2.13 g of the title compound, which was used in subsequent reactions without ...